This data is from the Open Reaction Database (ORD), a public repository of structured organic reaction records. The task is: describe an organic reaction: reactants, conditions, products, and yield The reactants are FC1=C(C(=CC=C1)F)F (1,2,3-trifluorobenzene), C(CCCC)C1=CC=C(C(=O)O)C=C1 (p-pentylbenzoic acid), FC1=C(C=CC(=C1F)F)O (2,3,4-trifluorophenol), C1(CCCCC1)N=C=NC1CCCCC1 (dicyclohexylcarbodiimide), C(CCC)[Li] (n-butyllithium), O=O (oxygen), C(C(=O)O)(=O)O (oxalic acid). Reagents/catalysts: CN(C1=CC=NC=C1)C (4-dimethylaminopyridine). The solvent is C1(=CC=CC=C1)C (toluene), C1(=CC=CC=C1)C (toluene). Reaction conditions: time 4 hour. The product is C(CCCC)C1=CC=C(C(=O)OC2=C(C(=C(C=C2)F)F)F)C=C1 (2,3,4-trifluorophenyl p-pentylbenzoate). RXN SMILES: C1(N=C=NC2CCCCC2)CCCCC1.[CH2:16]([C:21]1[CH:29]=[CH:28][C:24]([C:25]([OH:27])=[O:26])=[CH:23][CH:22]=1)[CH2:17][CH2:18][CH2:19][CH3:20].[F:30][C:31]1[C:36]([F:37])=[C:35]([F:38])[CH:34]=[CH:33][C:32]=1O.FC1C=CC=C(F)C=1F.C([Li])CCC.O=O.C(O)(=O)C(O)=O>CN(C)C1C=CN=CC=1.C1(C)C=CC=CC=1>[CH2:16]([C:21]1[CH:22]=[CH:23][C:24]([C:25]([O:27][C:34]2[CH:33]=[CH:32][C:31]([F:30])=[C:36]([F:37])[C:35]=2[F:38])=[O:26])=[CH:28][CH:29]=1)[CH2:17][CH2:18][CH2:19][CH3:20]. Procedure details: A mixture of 10 mmol of dicyclohexylcarbodiimide and 1.5 ml of toluene is added to a amixture of 10 mmol of p-pentylbenzoic acid, 10 mmol 2,3,4-trifluorophenol (prepared from 1,2,3-trifluorobenzene in accordance with the literature: A. M. Roe et al., Chem. Comm. 1965, 582, by metalation with n-butyllithium at -50° C. analogously to Example 2 and subsequent oxygenation with atmospheric oxygen), 1 mmol of 4-dimethylaminopyridine and 15.0 ml of toluene. After the mixture has been stirred at room te...